Dataset: the Open Reaction Database (ORD), a public repository of structured organic reaction records. Task: describe an organic reaction: reactants, conditions, products, and yield Reactants: CS(=O)(=O)Nc1ccc(N)cc1, O=C1Nc2ccccc2C1=CO. Yields the product CS(=O)(=O)Nc1ccc(NC=C2C(=O)Nc3ccccc32)cc1. RXN SMILES: [NH2:13][c:14]1[cH:15][cH:16][c:17]([NH:20][S:21](=[O:22])(=[O:23])[CH3:24])[cH:18][cH:19]1.[OH:1][CH:2]=[C:3]1[C:4](=[O:12])[NH:5][c:6]2[cH:7][cH:8][cH:9][cH:10][c:11]21>>[CH:2](=[C:3]1[C:4](=[O:12])[NH:5][c:6]2[cH:7][cH:8][cH:9][cH:10][c:11]21)[NH:13][c:14]1[cH:15][cH:16][c:17]([NH:20][S:21](=[O:22])(=[O:23])[CH3:24])[cH:18][cH:19]1. Reactants: ClCCl, O=C(CCCCCn1cc(OC(c2ccccc2)c2ccccc2)c(=O)cc1CO)OC(c1ccccc1)c1ccccc1. Yields the product O=Cc1cc(=O)c(OC(c2ccccc2)c2ccccc2)cn1CCCCCC(=O)OC(c1ccccc1)c1ccccc1. RXN SMILES: [Cl:45][CH2:46][Cl:47].[c:1]1([CH:7]([O:8][c:9]2[cH:10][n:11]([CH2:18][CH2:19][CH2:20][CH2:21][CH2:22][C:23](=[O:24])[O:25][CH:26]([c:27]3[cH:28][cH:29][cH:30][cH:31][cH:32]3)[c:33]3[cH:34][cH:35][cH:36][cH:37][cH:38]3)[c:12]([CH2:16][OH:17])[cH:13][c:14]2=[O:15])[c:39]2[cH:40][cH:41][cH:42][cH:43][cH:44]2)[cH:2][cH:3][cH:4][cH:5][cH:6]1>>[c:1]1([CH:7]([O:8][c:9]2[cH:10][n:11]([CH2:18][CH2:19][CH2:20][CH2:21][CH2:22][C:23](=[O:24])[O:25][CH:26]([c:27]3[cH:28][cH:29][cH:30][cH:31][cH:32]3)[c:33]3[cH:34][cH:35][cH:36][cH:37][cH:38]3)[c:12]([CH:16]=[O:17])[cH:13][c:14]2=[O:15])[c:39]2[cH:40][cH:41][cH:42][cH:43][cH:44]2)[cH:2][cH:3][cH:4][cH:5][cH:6]1. Reactants: BrC=1C=CC2=C(OCCC3=C2SC(=C3)C(=O)N(C)C=3C=C(C(=O)N2CCN(CC2)C(=O)OC(C)(C)C)C=CC3Cl)C1 (tert-butyl 4-(3-(8-bromo-N-methyl-4,5-dihydrobenzo[b]thieno[2,3-d]oxepine-2-carboxamido)-4-chlorobenzoyl)piperazine-1-carboxylate), CC1(C2=C(C(=CC=C2)P(C3=CC=CC=C3)C4=CC=CC=C4)OC5=C(C=CC=C51)P(C6=CC=CC=C6)C7=CC=CC=C7)C (Xantphos), CS(=O)(=O)CCN.Cl (MeSO2(CH2)2NH2.HCl), C(=O)([O-])[O-].[Na+].[Na+] (Na2CO3). Reagents/catalysts: CC(=O)[O-].CC(=O)[O-].[Pd+2] (Pd(OAc)2). Solvent: C1(=CC=CC=C1)C (toluene). Conditions: temperature 80 celsius. The product is ClC1=C(C=C(C(=O)N2CCN(CC2)C(=O)OC(C)(C)C)C=C1)N(C(=O)C1=CC2=C(C3=C(OCC2)C=C(C=C3)C(NCCS(=O)(=O)C)=O)S1)C (tert-butyl 4-(4-chloro-3-(N-methyl-8-(2-(methylsulfonyl)ethylcarbamoyl)-4,5-dihydrobenzo[b]thieno[2,3-d]oxepine-2-carboxamido)benzoyl)piperazine-1-carboxylate). Yield: 629.8%. RXN SMILES: Br[C:2]1[CH:3]=[CH:4][C:5]2[C:11]3[S:12][C:13]([C:15]([N:17]([C:19]4[CH:20]=[C:21]([CH:37]=[CH:38][C:39]=4[Cl:40])[C:22]([N:24]4[CH2:29][CH2:28][N:27]([C:30]([O:32][C:33]([CH3:36])([CH3:35])[CH3:34])=[O:31])[CH2:26][CH2:25]4)=[O:23])[CH3:18])=[O:16])=[CH:14][C:10]=3[CH2:9][CH2:8][O:7][C:6]=2[CH:41]=1.CC1(C)C2C(=C(P(C3C=CC=CC=3)C3C=CC=CC=3)C=CC=2)[O:63][C:45]2C(P(C3C=CC=CC=3)C3C=CC=CC=3)=CC=CC1=2.[CH3:84][S:85]([CH2:88][CH2:89][NH2:90])(=[O:87])=[O:86].Cl.C([O-])([O-])=O.[Na+].[Na+]>C1(C)C=CC=CC=1.CC([O-])=O.CC([O-])=O.[Pd+2]>[Cl:40][C:39]1[CH:38]=[CH:37][C:21]([C:22]([N:24]2[CH2:25][CH2:26][N:27]([C:30]([O:32][C:33]([CH3:36])([CH3:35])[CH3:34])=[O:31])[CH2:28][CH2:29]2)=[O:23])=[CH:20][C:19]=1[N:17]([CH3:18])[C:15]([C:13]1[S:12][C:11]2[C:5]3[CH:4]=[CH:3][C:2]([C:45](=[O:63])[NH:90][CH2:89][CH2:88][S:85]([CH3:84])(=[O:87])=[O:86])=[CH:41][C:6]=3[O:7][CH2:8][CH2:9][C:10]=2[CH:14]=1)=[O:16] |f:2.3,4.5.6,8.9.10|. Reported procedure: A suspension of tert-butyl 4-(3-(8-bromo-N-methyl-4,5-dihydrobenzo[b]thieno[2,3-d]oxepine-2-carboxamido)-4-chlorobenzoyl)piperazine-1-carboxylate (500 mg, 0.76 mmol), Pd(OAc)2 (9 mg, 0.038 mmol), Xantphos (44 mg, 0.076 mmol), MeSO2(CH2)2NH2.HCl (182 mg, 1.14 mmol) and Na2CO3 (242 mg, 2.28 mmol) in toluene (10 mL) was heated at 80° C. under atmosphere of CO from balloon for overnight. Then it was filtrated and concentrated, the crude product was purified by pre-TLC (DCM:MeOH=10:1 as eluted solven...